This data is from the Open Reaction Database (ORD), a public repository of structured organic reaction records. The task is: describe an organic reaction: reactants, conditions, products, and yield Starting materials: O=C([O-])O, CC(C)(C)C(O)Cn1nccc1-c1ccc(C(F)(F)F)cc1, O=C(Cl)Oc1ccc([N+](=O)[O-])cc1, ClCCCl, [Na+], c1ccncc1. Product: CC(C)(C)C(Cn1nccc1-c1ccc(C(F)(F)F)cc1)OC(=O)Oc1ccc([N+](=O)[O-])cc1. As a reaction SMILES: [C:42](=[O:43])([OH:44])[O-:45].[CH3:1][C:2]([CH:3]([CH2:4][n:5]1[n:6][cH:7][cH:8][c:9]1-[c:10]1[cH:11][cH:12][c:13]([C:16]([F:17])([F:18])[F:19])[cH:14][cH:15]1)[OH:20])([CH3:21])[CH3:22].[Cl:23][C:24](=[O:25])[O:26][c:27]1[cH:28][cH:29][c:30]([N+:33](=[O:34])[O-:35])[cH:31][cH:32]1.[Cl:47][CH2:48][CH2:49][Cl:50].[Na+:46].[cH:36]1[cH:37][cH:38][n:39][cH:40][cH:41]1>>[CH3:1][C:2]([CH:3]([CH2:4][n:5]1[n:6][cH:7][cH:8][c:9]1-[c:10]1[cH:11][cH:12][c:13]([C:16]([F:17])([F:18])[F:19])[cH:14][cH:15]1)[O:20][C:24](=[O:25])[O:26][c:27]1[cH:28][cH:29][c:30]([N+:33](=[O:34])[O-:35])[cH:31][cH:32]1)([CH3:21])[CH3:22].